This data is from the Open Reaction Database (ORD), a public repository of structured organic reaction records. The task is: describe an organic reaction: reactants, conditions, products, and yield Starting materials: C1(=CC(=CC=C1)CC(C(=O)O)CS(=O)(=O)CC1=CC=CC=C1)C1=CC=CC=C1 (3-Biphenyl-3-yl-2-benzylsulfonylmethyl-propionic acid), Cl.NCC#N (aminoacetonitrile hydrochloride), CN1CCOCC1 (4-methylmorpholine), C(CCl)Cl (EDC), C=1C=CC2=C(C1)N=NN2O (HOBt). Conditions: time 2 hour. Yields the product C1(=CC(=CC=C1)CC(C(=O)NCC#N)CS(=O)(=O)CC1=CC=CC=C1)C1=CC=CC=C1 (3-Biphenyl-3-yl-N-cyanomethyl-2-benzylsulfonylmethyl-propionamide). As a reaction SMILES: [C:1]1([C:23]2[CH:28]=[CH:27][CH:26]=[CH:25][CH:24]=2)[CH:6]=[CH:5][CH:4]=[C:3]([CH2:7][CH:8]([CH2:12][S:13]([CH2:16][C:17]2[CH:22]=[CH:21][CH:20]=[CH:19][CH:18]=2)(=[O:15])=[O:14])[C:9](O)=[O:10])[CH:2]=1.C(Cl)CCl.C1C=CC2N(O)N=NC=2C=1.Cl.[NH2:44][CH2:45][C:46]#[N:47].CN1CCOCC1>>[C:1]1([C:23]2[CH:28]=[CH:27][CH:26]=[CH:25][CH:24]=2)[CH:6]=[CH:5][CH:4]=[C:3]([CH2:7][CH:8]([CH2:12][S:13]([CH2:16][C:17]2[CH:22]=[CH:21][CH:20]=[CH:19][CH:18]=2)(=[O:15])=[O:14])[C:9]([NH:47][CH2:46][C:45]#[N:44])=[O:10])[CH:2]=1 |f:3.4|. Procedure: 3-Biphenyl-3-yl-2-benzylsulfonylmethyl-propionic acid (300 mg, 0.76 mmol), prepared as in Reference 9, was combined with EDC (300 mg, 1.57 mmol), HOBt (300 mg, 1.96 mmol), and aminoacetonitrile hydrochloride (150 mg, 1.6 mmol). Dichloromethyl (4 mL) was added and then 4-methylmorpholine (0.5 mL). The mixture was stirred at ambient temperature for 2 hours. After dilution with ethyl acetate (150 mL), the solution was washed with water (30 mL), saturated aqueous NaHCO3 solution and brine, dried wit... The reactants are BrCCCCC=C (6-bromo-1-hexene), C1(C=2C(C(N1)=O)=CC=CC2)=O.[K] (potassium phthalimide), ice water. Run in CN(C(C)=O)C (N,N-dimethylacetamide). Run at time 4 hour. The product is C1(C=2C(C(N1CCCCC=C)=O)=CC=CC2)=O (6-phthalimido-1-hexene). Isolated yield 100.0%. Reaction SMILES: [C:1]1(=[O:11])[NH:5][C:4](=[O:6])[C:3]2=[CH:7][CH:8]=[CH:9][CH:10]=[C:2]12.[K].Br[CH2:14][CH2:15][CH2:16][CH2:17][CH:18]=[CH2:19]>CN(C)C(=O)C>[C:1]1(=[O:11])[N:5]([CH2:19][CH2:18][CH2:17][CH2:16][CH:15]=[CH2:14])[C:4](=[O:6])[C:3]2=[CH:7][CH:8]=[CH:9][CH:10]=[C:2]12 |f:0.1,^1:11|. Reported procedure: A suspension of 39 g of potassium phthalimide in 150 ml of N,N-dimethylacetamide was treated at 20° C. while stirring with 27 ml of 6-bromo-1-hexene. After 4 hours, the mixture was poured into 300 ml of ice-water, extracted with ether, the organic phase was washed with 10% sodium chloride solution, dried, filtered and concentrated to dryness. There were obtained 45 g (100%) of 6-phthalimido-1-hexene, m.p. 17°-20° C. Starting materials: ClC1=CC=C(C=C1)B(O)O (4-Chlorophenylboronic acid), COC(CCCCCSC1=CC=C(C=C1)Br)=O (6-(4-bromo-phenylsulfanyl)-hexanoic acid methyl ester), C([O-])([O-])=O.[Cs+].[Cs+] (cesium carbonate). Run in COCCOC (ethylene glycol dimethyl ether), O (water). Run at time 5 minute. Product: COC(CCCCCSC1=CC=C(C=C1)C1=CC=C(C=C1)Cl)=O (6-(4′-Chloro-biphenyl-4-ylsulfanyl)hexanoic acid methyl ester). Yield: 84.4%. As a reaction SMILES: [CH3:1][O:2][C:3](=[O:17])[CH2:4][CH2:5][CH2:6][CH2:7][CH2:8][S:9][C:10]1[CH:15]=[CH:14][C:13](Br)=[CH:12][CH:11]=1.[Cl:18][C:19]1[CH:24]=[CH:23][C:22](B(O)O)=[CH:21][CH:20]=1.C(=O)([O-])[O-].[Cs+].[Cs+]>COCCOC.O>[CH3:1][O:2][C:3](=[O:17])[CH2:4][CH2:5][CH2:6][CH2:7][CH2:8][S:9][C:10]1[CH:15]=[CH:14][C:13]([C:22]2[CH:23]=[CH:24][C:19]([Cl:18])=[CH:20][CH:21]=2)=[CH:12][CH:11]=1 |f:2.3.4|. Reported procedure: To a degassed solution of 6-(4-bromo-phenylsulfanyl)-hexanoic acid methyl ester (500 mg, 1.58 mmol) in ethylene glycol dimethyl ether (20 mL) was added 1,1′-bis(diphenylphosphino)ferrocene-palladium(II)dichloride dichloromethane complex (131 mg, 0.16 mmol). The resulting mixture was stirred for 5 min at room temperature under an argon atmosphere. 4-Chlorophenylboronic acid (494 mg, 3.16 mmol) was added. A solution of cesium carbonate (1.8 g, 5.54 mmol) in water (3 mL) was added. The mixture was ... Starting materials: C1COC=2C1=C\1C(=NC2)CC/C1=C\CN ((2E)-2-(1,2,6,7-tetrahydro-8H-cyclopenta[b]furo[3,2-d]pyridin-8-ylidene)ethanamine), C(C)(=O)Cl (acetyl chloride). Solvent: C(O)([O-])=O.[Na+] (sodium hydrogen carbonate), N1=CC=CC=C1 (pyridine). Conditions: time 10 minute. Yields the product C1COC=2C1=C1C(=NC2)CCC1CCNC(C)=O (N-[2-(1,6,7,8-tetrahydro-2H-cyclopenta[b]furo[3,2-d]pyridin-8-yl)ethyl]acetamide). The yield is 21.7%. Reaction SMILES: [CH2:1]1[C:5]2=[C:6]3[C:7]([CH2:10][CH2:11]/[C:12]/3=[CH:13]\[CH2:14][NH2:15])=[N:8][CH:9]=[C:4]2[O:3][CH2:2]1.[C:16](Cl)(=[O:18])[CH3:17]>N1C=CC=CC=1.C(=O)([O-])O.[Na+]>[CH2:1]1[C:5]2=[C:6]3[CH:12]([CH2:13][CH2:14][NH:15][C:16](=[O:18])[CH3:17])[CH2:11][CH2:10][C:7]3=[N:8][CH:9]=[C:4]2[O:3][CH2:2]1 |f:3.4|. Reported procedure: To a solution of (2E)-2-(1,2,6,7-tetrahydro-8H-cyclopenta[b]furo[3,2-d]pyridin-8-ylidene)ethanamine (186 mg, 0.920 mmol) in pyridine (3.7 mL) was added acetyl chloride (78.5 μL, 1.10 mmol) under ice-cooling, and the mixture was stirred for 10 min. The reaction solution was diluted with saturated aqueous sodium hydrogen carbonate solution, and the mixture was extracted with ethyl acetate. The extract was dried over anhydrous sodium sulfate. The solvent was evaporated under reduced pressure and th... The reactants are CC1(C)CC(=O)c2ccc(Oc3ccc(C#N)cn3)cc21, CS(C)=O, [K+], [K+], O=C([O-])[O-], O. Product: CC1(C)CC(=O)c2ccc(Oc3ccc(C(N)=O)cn3)cc21. As a reaction SMILES: [CH3:1][C:2]1([CH3:21])[CH2:3][C:4](=[O:20])[c:5]2[cH:6][cH:7][c:8]([O:11][c:12]3[n:13][cH:14][c:15]([C:16]#[N:17])[cH:18][cH:19]3)[cH:9][c:10]21.[CH3:28][S:29]([CH3:30])=[O:31].[K+:22].[K+:23].[O-:24][C:25]([O-:26])=[O:27].[OH2:32]>>[CH3:1][C:2]1([CH3:21])[CH2:3][C:4](=[O:20])[c:5]2[cH:6][cH:7][c:8]([O:11][c:12]3[n:13][cH:14][c:15]([C:16]([NH2:17])=[O:24])[cH:18][cH:19]3)[cH:9][c:10]21.